Task: describe an organic reaction: reactants, conditions, products, and yield. Dataset: the Open Reaction Database (ORD), a public repository of structured organic reaction records Starting materials: ClC1=CC=C(C=C1)S(=O)(=O)Cl (4-chlorophenylsulfonyl chloride), C(C)(C)(C)C1=CC(=NO1)NC(=O)C1CNCCC1 (piperidine-3-carboxylic acid (5-tert-butyl-isoxazol-3-yl)-amide), C(C)(C)N(C(C)C)CC (N,N-diisopropylethylamine), Cl (hydrochloride). Reagents/catalysts: CN(C1=CC=NC=C1)C (4-dimethylaminopyridine). Run in CN(C)C=O (DMF), C(C)(=O)OCC (ethyl acetate). Reaction conditions: time 18 hour. Product: C(C)(C)(C)C1=CC(=NO1)NC(=O)C1CN(CCC1)S(=O)(=O)C1=CC=C(C=C1)Cl (1-(4-Chloro-benzenesulfonyl)-piperidine-3-carboxylic acid (5-tert-butyl-isoxazol-3-yl)-amide). As a reaction SMILES: [Cl:1][C:2]1[CH:7]=[CH:6][C:5]([S:8](Cl)(=[O:10])=[O:9])=[CH:4][CH:3]=1.[C:12]([C:16]1[O:20][N:19]=[C:18]([NH:21][C:22]([CH:24]2[CH2:29][CH2:28][CH2:27][NH:26][CH2:25]2)=[O:23])[CH:17]=1)([CH3:15])([CH3:14])[CH3:13].Cl.C(N(CC)C(C)C)(C)C>CN(C=O)C.CN(C)C1C=CN=CC=1.C(OCC)(=O)C>[C:12]([C:16]1[O:20][N:19]=[C:18]([NH:21][C:22]([CH:24]2[CH2:29][CH2:28][CH2:27][N:26]([S:8]([C:5]3[CH:6]=[CH:7][C:2]([Cl:1])=[CH:3][CH:4]=3)(=[O:10])=[O:9])[CH2:25]2)=[O:23])[CH:17]=1)([CH3:15])([CH3:13])[CH3:14]. Procedure details: To a solution of 4-chlorophenylsulfonyl chloride (117.35 mg; 0.556 mmol) in DMF (2 mL) is added piperidine-3-carboxylic acid (5-tert-butyl-isoxazol-3-yl)-amide; hydrochloride (160 mg; 0.556 mmol), N,N-diisopropylethylamine (0.261 mL; 1.5 mmol) and 4-dimethylaminopyridine (2 mg, 0.016 mmol). The reaction mixture is left stirring at room temperature for 18 hours. After this time, the mixture is diluted with ethyl acetate and washed with water 3 times, then brine, dried over Na2SO4, filtered and co... Starting materials: O=C(Cl)Oc1ccccc1, CCN(C(C)C)C(C)C, Cl, Nc1ccc(Cl)cc1C(=O)NCc1ccc2c(c1)OCO2, C1CCOC1. The product is O=C(Nc1ccc(Cl)cc1C(=O)NCc1ccc2c(c1)OCO2)Oc1ccccc1. Reaction SMILES: [C:23]([O:24][c:25]1[cH:26][cH:27][cH:28][cH:29][cH:30]1)(=[O:31])[Cl:32].[CH:33]([N:34]([CH:35]([CH3:36])[CH3:37])[CH2:38][CH3:39])([CH3:40])[CH3:41].[ClH:1].[NH2:2][c:3]1[c:4]([C:5](=[O:6])[NH:7][CH2:8][c:9]2[cH:10][c:11]3[c:12]([cH:13][cH:14]2)[O:15][CH2:16][O:17]3)[cH:18][c:19]([Cl:22])[cH:20][cH:21]1.[O:42]1[CH2:43][CH2:44][CH2:45][CH2:46]1>>[NH:2]([c:3]1[c:4]([C:5](=[O:6])[NH:7][CH2:8][c:9]2[cH:10][c:11]3[c:12]([cH:13][cH:14]2)[O:15][CH2:16][O:17]3)[cH:18][c:19]([Cl:22])[cH:20][cH:21]1)[C:23]([O:24][c:25]1[cH:26][cH:27][cH:28][cH:29][cH:30]1)=[O:31]. The reactants are C(CN)N (ethylenediamine), CC(C(=O)OCC)C (ethyl 2,2-dimethylacetate), NCC(C)(C)N (1,2-diamino-2-methylpropane). Solvent: C(C)(=O)OCC (ethyl acetate). The product is CC(C(=O)NCCN)C (2-(2-Methylpropionamido)ethylamine). RXN SMILES: [CH2:1]([NH2:4])[CH2:2][NH2:3].[CH3:5][CH:6]([CH3:12])[C:7](OCC)=[O:8].NCC(N)(C)C>C(OCC)(=O)C>[CH3:5][CH:6]([CH3:12])[C:7]([NH:3][CH2:2][CH2:1][NH2:4])=[O:8]. Reported procedure: The procedure of Example IX was repeated in all essential details to produce the above compound, except that equivalent amounts of ethylenediamine and ethyl 2,2-dimethylacetate were substituted for 1,2-diamino-2-methylpropane and ethyl acetate, respectively. The product, which was identified by NMR and IR spectroscopy, was recovered as an oil. Starting materials: O=C([O-])[O-], CN(C)C=O, O=C1Nc2cnc(Cl)nc2N(C2CCCC2)CC1(Cl)Cl, [Cs+], [Cs+], CI. Yields the product CN1C(=O)C(Cl)(Cl)CN(C2CCCC2)c2nc(Cl)ncc21. As a reaction SMILES: [C:21](=[O:22])([O-:23])[O-:24].[CH3:29][N:30]([CH3:31])[CH:32]=[O:33].[Cl:1][c:2]1[n:3][cH:4][c:5]2[c:6]([n:20]1)[N:7]([CH:15]1[CH2:16][CH2:17][CH2:18][CH2:19]1)[CH2:8][C:9]([Cl:13])([Cl:14])[C:10](=[O:12])[NH:11]2.[Cs+:25].[Cs+:26].[I:27][CH3:28]>>[Cl:1][c:2]1[n:3][cH:4][c:5]2[c:6]([n:20]1)[N:7]([CH:15]1[CH2:16][CH2:17][CH2:18][CH2:19]1)[CH2:8][C:9]([Cl:13])([Cl:14])[C:10](=[O:12])[N:11]2[CH3:21]. Starting materials: C1(CCCCC1)C(C=1OC2=C(C1C)C=CC=C2)NC2=CC=C(C=C2)C(=O)N(CCC(=O)OCC)C (Ethyl 3-{[(4-{[cyclohexyl(3-methyl-1-benzofuran-2-yl)methyl]amino}phenyl)carbonyl](methyl)amino}propanoate), crystals, CCCCCC.C(C)O (hexane ethanol), [OH-].[Li+] (lithium hydroxide), crystals. Run in O1CCCC1 (tetrahydrofuran), C(C)O (ethanol), C(C)O (ethanol). Conditions: time 1 hour. The product is C1(CCCCC1)C(C=1OC2=C(C1C)C=CC=C2)NC2=CC=C(C=C2)C(=O)N(CCC(=O)O)C (3-{[(4-{[cyclohexyl(3-methyl-1-benzofuran-2-yl)methyl]amino}phenyl)carbonyl](methyl)amino}propanoic acid). The yield is 0.2%. As a reaction SMILES: [CH:1]1([CH:7]([NH:18][C:19]2[CH:24]=[CH:23][C:22]([C:25]([N:27]([CH3:35])[CH2:28][CH2:29][C:30]([O:32]CC)=[O:31])=[O:26])=[CH:21][CH:20]=2)[C:8]2[O:9][C:10]3[CH:17]=[CH:16][CH:15]=[CH:14][C:11]=3[C:12]=2[CH3:13])[CH2:6][CH2:5][CH2:4][CH2:3][CH2:2]1.CCCCCC.C(O)C.[OH-].[Li+]>C(O)C.O1CCCC1>[CH:1]1([CH:7]([NH:18][C:19]2[CH:24]=[CH:23][C:22]([C:25]([N:27]([CH3:35])[CH2:28][CH2:29][C:30]([OH:32])=[O:31])=[O:26])=[CH:21][CH:20]=2)[C:8]2[O:9][C:10]3[CH:17]=[CH:16][CH:15]=[CH:14][C:11]=3[C:12]=2[CH3:13])[CH2:6][CH2:5][CH2:4][CH2:3][CH2:2]1 |f:1.2,3.4|. Procedure details: Ethyl 3-{[(4-{[cyclohexyl(3-methyl-1-benzofuran-2-yl)methyl]amino}phenyl)carbonyl](methyl)amino}propanoate (9.85 g) synthesized in Example A16 was fractionated by high performance liquid chromatography (column: CHIRALPAK AD (50 mm ID×500 mL, manufactured by Daicel Chemical Industries, Ltd., mobile phase:hexane/ethanol (500/500), flow rate: 60 mL/min, column temperature: room temperature). The fraction containing an optically active form having a shorter retention time under the above-mentioned h...